Task: describe an organic reaction: reactants, conditions, products, and yield. Dataset: the Open Reaction Database (ORD), a public repository of structured organic reaction records Starting materials: CC(C)(C)OC(=O)NCCC(c1ccccc1)N1C(=O)c2ccccc2C1=O, C1CCOC1, CO, NN, O. The product is CC(C)(C)OC(=O)NCCC(N)c1ccccc1. Reaction SMILES: [C:4]([CH3:5])([CH3:6])([CH3:7])[O:8][C:9]([NH:10][CH2:11][CH2:12][CH:13]([c:14]1[cH:15][cH:16][cH:17][cH:18][cH:19]1)[N:20]1[C:21](=[O:22])[c:23]2[c:24]([cH:25][cH:26][cH:27][cH:28]2)[C:29]1=[O:30])=[O:31].[CH2:32]1[O:33][CH2:34][CH2:35][CH2:36]1.[CH3:37][OH:38].[NH2:2][NH2:3].[OH2:1]>>[C:4]([CH3:5])([CH3:6])([CH3:7])[O:8][C:9]([NH:10][CH2:11][CH2:12][CH:13]([c:14]1[cH:15][cH:16][cH:17][cH:18][cH:19]1)[NH2:20])=[O:31]. Starting materials: O=C1N(C=CC=C1)C1=CC=C(C(=O)O)C=C1 (4-(2-oxopyridin-1(2H)-yl)benzoic acid), O=S(Cl)Cl (SOCl2). Solvent: ClCCCl (1,2-dichloroethane). The product is O=C1N(C=CC=C1)C1=CC=C(C(=O)Cl)C=C1 (4-(2-oxopyridin-1(2H)-yl)benzoyl chloride). RXN SMILES: [O:1]=[C:2]1[CH:7]=[CH:6][CH:5]=[CH:4][N:3]1[C:8]1[CH:16]=[CH:15][C:11]([C:12](O)=[O:13])=[CH:10][CH:9]=1.O=S(Cl)[Cl:19]>ClCCCl>[O:1]=[C:2]1[CH:7]=[CH:6][CH:5]=[CH:4][N:3]1[C:8]1[CH:16]=[CH:15][C:11]([C:12]([Cl:19])=[O:13])=[CH:10][CH:9]=1. Reported procedure: 4-(2-oxopyridin-1(2H)-yl)benzoic acid (1 g, 4.6 mmol) was ]mixed with 10 mL of 1,2-dichloroethane. To this suspension was added SOCl2 (6 mL), and the mixture was refluxed for 1.5 h. The mixture was reduced in vacuo. The remaining traces of SOCl2 were removed by adding 1,2-dichloroethane (2×5 mL) and evaporating to dryness to yield 4-(2-oxopyridin-1(2H)-yl)benzoyl chloride as a white solid. Reactants: N[C@H]1CC[C@H](C2=CC=CC=C12)O ((1R,4S)-4-Amino-1,2,3,4-tetrahydro-naphthalen-1-ol), [H-].[Na+] (NaH), FC=1C=CC=2N(C1)C(=NN2)[C@@H]2N(CCC2)C (6-Fluoro-3-((R)-1-methyl-pyrrolidin-2-yl)-[1,2,4]triazolo[4,3-a]pyridine). Solvent: CN(C)C=O (DMF), CN(C)C=O (DMF), O (water). Conditions: time 0.5 hour. Yields the product CN1[C@H](CCC1)C1=NN=C2N1C=C(C=C2)O[C@@H]2CC[C@@H](C1=CC=CC=C21)N ((1S,4R)-4-[3-((R)-1-Methyl-pyrrolidin-2-yl)-[1,2,4]triazolo[4,3-a]pyridin-6-yloxy]-1,2,3,4-tetrahydro-naphthalen-1-ylamine). As a reaction SMILES: [NH2:1][C@@H:2]1[C:11]2[C:6](=[CH:7][CH:8]=[CH:9][CH:10]=2)[C@H:5]([OH:12])[CH2:4][CH2:3]1.[H-].[Na+].F[C:16]1[CH:17]=[CH:18][C:19]2[N:20]([C:22]([C@H:25]3[CH2:29][CH2:28][CH2:27][N:26]3[CH3:30])=[N:23][N:24]=2)[CH:21]=1>CN(C=O)C.O>[CH3:30][N:26]1[CH2:27][CH2:28][CH2:29][C@@H:25]1[C:22]1[N:20]2[CH:21]=[C:16]([O:12][C@H:5]3[C:6]4[C:11](=[CH:10][CH:9]=[CH:8][CH:7]=4)[C@@H:2]([NH2:1])[CH2:3][CH2:4]3)[CH:17]=[CH:18][C:19]2=[N:24][N:23]=1 |f:1.2|. Reported procedure: To a solution of Intermediate A (245 mg, 1.50 mmol) in DMF (4 mL) was added NaH (60% dispersion in oil, 180 mg, 4.50 mmol) and the mixture stirred at RT for 0.5 h. A solution of Intermediate 60a (330 mg, 1.50 mmol) in DMF (5 mL) was added and the mixture stirred at 60° C. for 2 h. The cooled solution was diluted with water and extracted with DCM (5×20 mL). The combined organics were dried and concentrated in vacuo. The residue was purified by FCC, using 0-15% [2M NH3 in MeOH] in DCM, to give the... The reactants are Cl (hydrochloric acid), C(C1=CC=CC=C1)N1C(CN(CC1)CC1=CC=CC=C1)C=C (1,4-dibenzyl-2-ethenylpiperazine). RXN SMILES: [ClH:1].C([N:9]1[CH2:14][CH2:13][N:12](CC2C=CC=CC=2)[CH2:11][CH:10]1[CH:22]=[CH2:23])C1C=CC=CC=1>C(O)C.[OH-].[Pd+2].[OH-]>[ClH:1].[CH2:22]([CH:10]1[CH2:11][NH:12][CH2:13][CH2:14][NH:9]1)[CH3:23] |f:3.4.5,6.7|. The solvent is C(C)O (ethanol). Reaction conditions: time 12 hour. Procedure: At room temperature, concentrated hydrochloric acid (6 ml) and palladium hydroxide (1.1 g) were added to solution (600 ml) of 1,4-dibenzyl-2-ethenylpiperazine (10.9 g)in ethanol, followed by stirring for 12 hours under a hydrogen gas stream of 1 atmospheric pressure. The catalyst was filtered off and the solvent was distilled off under reduced pressure. The resulting residue was solidified using methylene chloride—diethyl ether, followed by washing with diethyl ether. The resulting solid was dri... Reagents/catalysts: [OH-].[Pd+2].[OH-] (palladium hydroxide). Yields the product Cl.C(C)C1NCCNC1 (2-Ethylpiperazine hydrochloride). Reactants: [N+](=O)([O-])C=1C=CC(=NC1)N1CCOCC1 (4-(5-nitropyridin-2-yl)morpholine), O (water). Reagents/catalysts: [Ni] (Raney Nickel). Run in C1CCOC1 (THF). Conditions: time 2 hour. The product is O1CCN(CC1)C1=CC=C(C=N1)N (6-morpholinopyridin-3-amine). As a reaction SMILES: [N+:1]([C:4]1[CH:5]=[CH:6][C:7]([N:10]2[CH2:15][CH2:14][O:13][CH2:12][CH2:11]2)=[N:8][CH:9]=1)([O-])=O.O>C1COCC1.[Ni]>[O:13]1[CH2:14][CH2:15][N:10]([C:7]2[N:8]=[CH:9][C:4]([NH2:1])=[CH:5][CH:6]=2)[CH2:11][CH2:12]1. Reported procedure: To a solution of the product from Example 154A (12.5, 59.5 mmol) in THF (150 mL) was added to Ra-Ni 2800, water slurry (12.5 g, 212 mmol) in a 500 mL SS pressure bottle. The mixture was pressurized (H2, 30 psi) and stirred for 2 hours at room temperature. The mixture was filtered and then concentrated under reduced pressure to provide the title compound.